From a dataset of the Open Reaction Database (ORD), a public repository of structured organic reaction records. describe an organic reaction: reactants, conditions, products, and yield Reactants: CCOC(=O)C1CCC(Br)C(=O)C1, Sc1ccc(Br)cc1, CC(C)=O, [K+], [K+], O=C([O-])[O-]. Yields the product CCOC(=O)C1CCC(Sc2ccc(Br)cc2)C(=O)C1. As a reaction SMILES: [Br:15][CH:16]1[C:17](=[O:27])[CH2:18][CH:19]([C:22](=[O:23])[O:24][CH2:25][CH3:26])[CH2:20][CH2:21]1.[Br:1][c:2]1[cH:3][cH:4][c:5]([SH:8])[cH:6][cH:7]1.[CH3:28][C:29](=[O:30])[CH3:31].[K+:10].[K+:9].[O-:11][C:12]([O-:13])=[O:14]>>[Br:1][c:2]1[cH:3][cH:4][c:5]([S:8][CH:16]2[C:17](=[O:27])[CH2:18][CH:19]([C:22](=[O:23])[O:24][CH2:25][CH3:26])[CH2:20][CH2:21]2)[cH:6][cH:7]1.